Dataset: the Open Reaction Database (ORD), a public repository of structured organic reaction records. Task: describe an organic reaction: reactants, conditions, products, and yield Starting materials: CC(=O)N1C(Cc2cc(F)cc(F)c2)C(C2CC(O)CN2C(=O)OC(C)(C)C)OC1(C)C, CC1(C)CCCC(C)(C)N1O, O=c1n(Cl)c(=O)n(Cl)c(=O)n1Cl, ClCCl. Yields the product CC(=O)N1C(Cc2cc(F)cc(F)c2)C(C2CC(=O)CN2C(=O)OC(C)(C)C)OC1(C)C. As a reaction SMILES: [C:1]([CH3:2])([CH3:3])([CH3:4])[O:5][C:6](=[O:7])[N:8]1[CH:9]([CH:14]2[CH:15]([CH2:24][c:25]3[cH:26][c:27]([F:32])[cH:28][c:29]([F:31])[cH:30]3)[N:16]([C:21]([CH3:22])=[O:23])[C:17]([CH3:19])([CH3:20])[O:18]2)[CH2:10][CH:11]([OH:13])[CH2:12]1.[CH3:45][C:46]1([CH3:55])[N:47]([O:48])[C:49]([CH3:50])([CH3:51])[CH2:52][CH2:53][CH2:54]1.[Cl:33][n:34]1[c:35](=[O:36])[n:37]([Cl:38])[c:39](=[O:40])[n:41]([Cl:42])[c:43]1=[O:44].[Cl:56][CH2:57][Cl:58]>>[C:1]([CH3:2])([CH3:3])([CH3:4])[O:5][C:6](=[O:7])[N:8]1[CH:9]([CH:14]2[CH:15]([CH2:24][c:25]3[cH:26][c:27]([F:32])[cH:28][c:29]([F:31])[cH:30]3)[N:16]([C:21]([CH3:22])=[O:23])[C:17]([CH3:19])([CH3:20])[O:18]2)[CH2:10][C:11](=[O:13])[CH2:12]1. The reactants are CNC(=S)N1C(SCC1)C1=C(C=CC=C1)OCCN1CCN(CC1)C1=CC=CC=C1 ((+)-N-methyl-2-{2-[2-(4-phenylpiperazin-1-yl)ethyloxy]phenyl}thiazolidine-3-carbothioamide), COC1=CC=C(C=C1)[C@@H]2[C@H](O2)C(=O)OC (methyl trans-3-(4-methoxyphenyl)glycidate), COC1=CC=C(C=C1)[C@@H]2[C@H](O2)C(=O)OC (methyl trans-3-(4-methoxyphenyl)glycidate). Run in C(C)O (ethanol). Product: CNC(=O)N1C(SCC1)C1=C(C=CC=C1)OCCN1CCN(CC1)C1=CC=CC=C1 ((+)-N-methyl-2-{2-[2-(4-phenylpiperazin-1-yl)ethyloxy]phenyl}thiazolidine-3-carboxamide). The yield is 75.7%. RXN SMILES: [CH3:1][NH:2][C:3]([N:5]1[CH2:9][CH2:8][S:7][CH:6]1[C:10]1[CH:15]=[CH:14][CH:13]=[CH:12][C:11]=1[O:16][CH2:17][CH2:18][N:19]1[CH2:24][CH2:23][N:22]([C:25]2[CH:30]=[CH:29][CH:28]=[CH:27][CH:26]=2)[CH2:21][CH2:20]1)=S.C[O:32]C1C=CC([C@H]2O[C@@H]2C(OC)=O)=CC=1>C(O)C>[CH3:1][NH:2][C:3]([N:5]1[CH2:9][CH2:8][S:7][CH:6]1[C:10]1[CH:15]=[CH:14][CH:13]=[CH:12][C:11]=1[O:16][CH2:17][CH2:18][N:19]1[CH2:24][CH2:23][N:22]([C:25]2[CH:30]=[CH:29][CH:28]=[CH:27][CH:26]=2)[CH2:21][CH2:20]1)=[O:32]. Reported procedure: 480 mg of (+)-N-methyl-2-{2-[2-(4-phenylpiperazin-1-yl)ethyloxy]phenyl}thiazolidine-3-carbothioamide and 339 mg of methyl trans-3-(4-methoxyphenyl)glycidate are dissolved in 40 ml of ethanol, and the solution is refluxed for 11 hours under heating. 339 mg of methyl trans-3-(4-methoxyphenyl)glycidate are added to the mixture, and the mixture is further refluxed for 3 hours. The mixture is concentrated under reduced pressure to remove solvent. The residue is purified by silica gel chromatography (... Yield: 81.4%. Reported procedure: To a solution of 359 mg of trifluoroethanol in 3 mL of anhydrous tetrahydrofuran at 5° C. was slowly added 3.6 mL of a molar solution of potassium tert-butoxide in tert-butanol. The resulting solution was stirred for 30 minutes at 5° C. and slowly added to a solution of 500 mg of 2,4-difluoro-benzonitrile in 3 mL of anhydrous tetrahydrofuran at 5° C. The resulting mixture was stirred for 1 h at 5° C., then poured into water and extracted with ethyl acetate. The organic extracts were dried over m... Reaction SMILES: [CH2:1]([OH:6])[C:2]([F:5])([F:4])[F:3].CC(C)([O-])C.[K+].F[C:14]1[CH:21]=[C:20]([F:22])[CH:19]=[CH:18][C:15]=1[C:16]#[N:17].O>O1CCCC1.C(O)(C)(C)C>[F:22][C:20]1[CH:21]=[CH:14][C:15]([C:16]#[N:17])=[C:18]([O:6][CH2:1][C:2]([F:5])([F:4])[F:3])[CH:19]=1 |f:1.2|. Product: FC1=CC(=C(C#N)C=C1)OCC(F)(F)F (4-fluoro-2-(2,2,2-trifluoro-ethoxy)-benzonitrile). Solvent: O1CCCC1 (tetrahydrofuran), C(C)(C)(C)O (tert-butanol), O1CCCC1 (tetrahydrofuran). Conditions: temperature 5 celsius, time 30 minute. Starting materials: FC1=C(C#N)C=CC(=C1)F (2,4-difluoro-benzonitrile), C(C(F)(F)F)O (trifluoroethanol), O (water), molar solution, CC(C)([O-])C.[K+] (potassium tert-butoxide). Reactants: C(=O)(O)C=1C=C(C(=NC1)C(=O)OC)OC (methyl 5-carboxy-3-methoxypyridine-2-carboxylate), N,N'-carbonyldiimidazole, C(CCCCCCCCC)S(=O)(=O)N.CC(C)([O-])C.[K+] (1-decylsulfonamide potassium tert-butoxide), N1=C(C=CC=C1)C(=O)OC (methyl pyridine-2-carboxylate), [OH-].[Na+] (sodium hydroxide). The product is C(CCCCCCCCC)S(=O)(=O)NC(=O)C=1C=C(C(=NC1)C(=O)N)OC (5-[((1-Decylsulfonyl)amino)carbonyl]-3-methoxypyridine-2-carboxamide). As a reaction SMILES: [C:1]([C:4]1[CH:5]=[C:6]([O:14][CH3:15])[C:7]([C:10]([O:12]C)=O)=[N:8][CH:9]=1)([OH:3])=O.[CH2:16]([S:26]([NH2:29])(=[O:28])=[O:27])[CH2:17][CH2:18][CH2:19][CH2:20][CH2:21][CH2:22][CH2:23][CH2:24][CH3:25].CC(C)([O-])C.[K+].[N:36]1C=CC=CC=1C(OC)=O.[OH-].[Na+]>>[CH2:16]([S:26]([NH:29][C:1]([C:4]1[CH:5]=[C:6]([O:14][CH3:15])[C:7]([C:10]([NH2:36])=[O:12])=[N:8][CH:9]=1)=[O:3])(=[O:27])=[O:28])[CH2:17][CH2:18][CH2:19][CH2:20][CH2:21][CH2:22][CH2:23][CH2:24][CH3:25] |f:1.2.3,5.6|. Procedure details: 2.1 g (10 mmol) of methyl 5-carboxy-3-methoxypyridine-2-carboxylate (cf. Example 1d)) were reacted with N,N'-carbonyldiimidazole and 1-decylsulfonamide/potassium tert-butoxide in an analogous manner to that described in Example 1e) and the methyl pyridine-2-carboxylate thus obtained was hydrolyzed with 1N methanolic sodium hydroxide solution. After the aqueous solution had been acidified with cooling, 1.4 g of product were obtained, m.p. 145° C. (with dec.).